Dataset: the Open Reaction Database (ORD), a public repository of structured organic reaction records. Task: describe an organic reaction: reactants, conditions, products, and yield The product is CC(CC(Cc1ccc(-c2ccccc2)cc1)NC(=O)c1cc(=O)cc(C(=O)O)o1)C(=O)O. The reactants are CC(CC(Cc1ccc(-c2ccccc2)cc1)NC(=O)c1cc(=O)cc(C(=O)O)o1)C(=O)OCc1ccccc1, ClCCl, Cl. Reaction SMILES: [CH2:1]([c:2]1[cH:3][cH:4][cH:5][cH:6][cH:7]1)[O:8][C:9](=[O:10])[CH:11]([CH2:12][CH:13]([CH2:14][c:15]1[cH:16][cH:17][c:18](-[c:21]2[cH:22][cH:23][cH:24][cH:25][cH:26]2)[cH:19][cH:20]1)[NH:27][C:28](=[O:29])[c:30]1[cH:31][c:32](=[O:39])[cH:33][c:34]([C:36](=[O:37])[OH:38])[o:35]1)[CH3:40].[CH2:42]([Cl:43])[Cl:44].[ClH:41]>>[O:8]=[C:9]([OH:10])[CH:11]([CH2:12][CH:13]([CH2:14][c:15]1[cH:16][cH:17][c:18](-[c:21]2[cH:22][cH:23][cH:24][cH:25][cH:26]2)[cH:19][cH:20]1)[NH:27][C:28](=[O:29])[c:30]1[cH:31][c:32](=[O:39])[cH:33][c:34]([C:36](=[O:37])[OH:38])[o:35]1)[CH3:40]. Starting materials: O=C(O)C(=O)O, O=C([O-])[O-], CC(=O)C1(c2ccsc2-c2ccccc2)CCN(C)CC1, ClC(Cl)Cl, [K+], [K+], N#CBr. The product is CC(=O)C1(c2ccsc2-c2ccccc2)CCN(C#N)CC1. RXN SMILES: [C:1]([OH:2])(=[O:3])[C:4]([OH:5])=[O:6].[C:28](=[O:29])([O-:30])[O-:31].[C:7]([CH3:8])(=[O:9])[C:10]1([c:17]2[c:18](-[c:22]3[cH:23][cH:24][cH:25][cH:26][cH:27]3)[s:19][cH:20][cH:21]2)[CH2:11][CH2:12][N:13]([CH3:16])[CH2:14][CH2:15]1.[CH:37]([Cl:38])([Cl:39])[Cl:40].[K+:32].[K+:33].[N:34]#[C:35][Br:36]>>[C:7]([CH3:8])(=[O:9])[C:10]1([c:17]2[c:18](-[c:22]3[cH:23][cH:24][cH:25][cH:26][cH:27]3)[s:19][cH:20][cH:21]2)[CH2:11][CH2:12][N:13]([C:16]#[N:34])[CH2:14][CH2:15]1. The product is CC(C)(C)OC(=O)Nc1ccc(-c2ccc(C=O)s2)cc1NC(=O)c1ccc(-c2cccnc2)cc1. The reactants are CC(C)O, ClCCl, CC(C)(C)OC(=O)Nc1ccc(-c2ccc(CO)s2)cc1NC(=O)c1ccc(-c2cccnc2)cc1. As a reaction SMILES: [CH:37]([OH:38])([CH3:39])[CH3:40].[Cl:41][CH2:42][Cl:43].[OH:1][CH2:2][c:3]1[cH:4][cH:5][c:6](-[c:8]2[cH:9][c:10]([NH:22][C:23]([c:24]3[cH:25][cH:26][c:27](-[c:30]4[cH:31][n:32][cH:33][cH:34][cH:35]4)[cH:28][cH:29]3)=[O:36])[c:11]([NH:14][C:15]([O:16][C:17]([CH3:18])([CH3:19])[CH3:20])=[O:21])[cH:12][cH:13]2)[s:7]1>>[O:1]=[CH:2][c:3]1[cH:4][cH:5][c:6](-[c:8]2[cH:9][c:10]([NH:22][C:23]([c:24]3[cH:25][cH:26][c:27](-[c:30]4[cH:31][n:32][cH:33][cH:34][cH:35]4)[cH:28][cH:29]3)=[O:36])[c:11]([NH:14][C:15]([O:16][C:17]([CH3:18])([CH3:19])[CH3:20])=[O:21])[cH:12][cH:13]2)[s:7]1. Starting materials: IC (iodomethane), [H-].[Na+] (NaH), oil, C(C)(C)(C)OC(=O)N1C[C@@H](C2(CC2)CC1)OC1=CN=CC(=N1)C1=NN(C2=CC=C(C=C12)CC(=O)OC(C)C)C(=O)OC(C)(C)C ((R)-tert-butyl 3-(6-((6-(tert-butoxycarbonyl)-6-azaspiro[2.5]octan-4-yl)oxy)pyrazin-2-yl)-5-(2-isopropoxy-2-oxoethyl)-1H-indazole-1-carboxylate). Run in C1CCOC1 (THF), CCOC(=O)C (EtOAc). Conditions: time 1 hour. Product: C(C)(C)OC(C(C)C=1C=C2C(=NN(C2=CC1)C)C1=CN=CC(=N1)O[C@@H]1C2(CC2)CCN(C1)C(=O)OC(C)(C)C)=O ((4R)-tert-butyl 4-((6-(5-(1-isopropoxy-1-oxopropan-2-yl)-1-methyl-1H-indazol-3-yl)pyrazin-2-yl)oxy)-6-azaspiro[2.5]octane-6-carboxylate). Yield: 85.9%. As a reaction SMILES: [H-].[Na+].[C:3]([O:7][C:8]([N:10]1[CH2:17][CH2:16][C:13]2([CH2:15][CH2:14]2)[C@@H:12]([O:18][C:19]2[N:24]=[C:23]([C:25]3[C:33]4[C:28](=[CH:29][CH:30]=[C:31]([CH2:34][C:35]([O:37][CH:38]([CH3:40])[CH3:39])=[O:36])[CH:32]=4)[N:27]([C:41](OC(C)(C)C)=O)[N:26]=3)[CH:22]=[N:21][CH:20]=2)[CH2:11]1)=[O:9])([CH3:6])([CH3:5])[CH3:4].I[CH3:49]>C1COCC1.CCOC(C)=O>[CH:38]([O:37][C:35](=[O:36])[CH:34]([C:31]1[CH:32]=[C:33]2[C:28](=[CH:29][CH:30]=1)[N:27]([CH3:41])[N:26]=[C:25]2[C:23]1[N:24]=[C:19]([O:18][C@H:12]2[CH2:11][N:10]([C:8]([O:7][C:3]([CH3:5])([CH3:4])[CH3:6])=[O:9])[CH2:17][CH2:16][C:13]32[CH2:14][CH2:15]3)[CH:20]=[N:21][CH:22]=1)[CH3:49])([CH3:39])[CH3:40] |f:0.1|. Reported procedure: NaH in mineral oil (7.72 mg, 0.193 mmol) was added to a solution of (R)-tert-butyl 3-(6-((6-(tert-butoxycarbonyl)-6-azaspiro[2.5]octan-4-yl)oxy)pyrazin-2-yl)-5-(2-isopropoxy-2-oxoethyl)-1H-indazole-1-carboxylate (40 mg, 0.064 mmol) in THF (643 μl) at 0° C.; this was stirred for 15 min before iodomethane (12.04 μl, 0.193 mmol) was added. After 1 h at 0° C.; the mixture was warmed to RT and stirred for 1.5 h. The mixture was diluted with EtOAc (100 ml), added to a separatory funnel, and washed wit... The reactants are [Si](C)(C)(C(C)(C)C)Cl (tert-butyldimethylsilyl chloride), CN(C(CO)CO)S(=O)(=O)C1=CC=C(C=C1)OC1=CC=CC=C1 (N-methyl-N-(4-phenoxybenzenesulfonyl)serinol), N1C=NC=C1 (imidazole), product. Solvent: CN(C=O)C (N,N-dimethylformamide), CN(C=O)C (N,N-dimethylformamide). Yields the product [Si](C)(C)(C(C)(C)C)OC[C@H](N(S(=O)(=O)C1=CC=C(C=C1)OC1=CC=CC=C1)C)CO ((±)-O-(tert-Butyldimethylsilyl)-N-methyl-N-(4-phenoxybenzenesulfonyl)serinol). The yield is 39.2%. RXN SMILES: [Si:1](Cl)([C:4]([CH3:7])([CH3:6])[CH3:5])([CH3:3])[CH3:2].[CH3:9][N:10]([S:16]([C:19]1[CH:24]=[CH:23][C:22]([O:25][C:26]2[CH:31]=[CH:30][CH:29]=[CH:28][CH:27]=2)=[CH:21][CH:20]=1)(=[O:18])=[O:17])[CH:11]([CH2:14][OH:15])[CH2:12][OH:13].N1C=CN=C1>CN(C)C=O>[Si:1]([O:13][CH2:12][C@@H:11]([CH2:14][OH:15])[N:10]([CH3:9])[S:16]([C:19]1[CH:20]=[CH:21][C:22]([O:25][C:26]2[CH:27]=[CH:28][CH:29]=[CH:30][CH:31]=2)=[CH:23][CH:24]=1)(=[O:18])=[O:17])([C:4]([CH3:7])([CH3:6])[CH3:5])([CH3:3])[CH3:2]. Procedure details: A solution of tert-butyldimethylsilyl chloride (3.53 g, 23.43 mmol) in N,N-dimethylformamide (50 ml) was added dropwise to a solution of N-methyl-N-(4-phenoxybenzenesulfonyl)serinol (8.32 g, 24.66 mmol), which is the product of Example 67(2), and imidazole (4.13 g, 61.65 mmol) in N,N-dimethylformamide (200 ml) at room temperature with stirring. The mixture was further stirred for 2 hours. The solvent of the reaction mixture was evaporated under reduced pressure. To the residue, water was added a... The reactants are BrC1=NC(=C(C=C1C)C(OC)OC)C (2-bromo-5-dimethoxymethyl-3,6-dimethylpyridine), C(CCC)[Li] (n-butyllithium), CN(C=O)C (dimethylformamide), O (Water). Reaction conditions: time 40 minute. Procedure: To a solution of 2-bromo-5-dimethoxymethyl-3,6-dimethylpyridine (382 mg, 1.47 mmol) in tetrahydrofuran (6 mL) were added n-butyllithium (1.6 mol/L; 1,4 mL, 2.2 mmol) and dimethylformamide (0.23 mL, 3.0 mmol) sequentially at −78° C. under nitrogen atmosphere, and the mixture was stirred for 40 min. Water was added, and the mixture was extracted with ethyl acetate. The organic layer was combined, washed with brine and dried on anhydrous sodium sulfate. The solvent was removed under reduced pressur... Yield: 35.4%. RXN SMILES: Br[C:2]1[C:7]([CH3:8])=[CH:6][C:5]([CH:9]([O:12][CH3:13])[O:10][CH3:11])=[C:4]([CH3:14])[N:3]=1.C([Li])CCC.CN(C)[CH:22]=[O:23].O>O1CCCC1>[CH3:11][O:10][CH:9]([O:12][CH3:13])[C:5]1[CH:6]=[C:7]([CH3:8])[C:2]([CH:22]=[O:23])=[N:3][C:4]=1[CH3:14]. Yields the product COC(C=1C=C(C(=NC1C)C=O)C)OC (5-dimethoxymetyl-3,6-dimethyl-2-pyridinecarboxaldehyde). Solvent: O1CCCC1 (tetrahydrofuran). Reactants: CC(C(=O)O)(CC1=NC2=C(N1)C=CC(=C2)OCC2=NC1=CC=CC=C1C=C2)C (2,2-dimethyl-3-(5-(quinolin-2-ylmethoxy)-1H-benzo[d]imidazol-2-yl)propanoic acid), BrCC1=CC=2C(=NON2)C=C1 (5-(bromomethyl)benzo[c][1,2,5]oxadiazole), C([O-])([O-])=O.[K+].[K+] (potassium carbonate). Solvent: CN(C)C=O (DMF). Run at temperature 70 celsius, time 16 hour. Product: N=1ON=C2C1C=CC(=C2)CN2C(=NC1=C2C=CC(=C1)OCC1=NC2=CC=CC=C2C=C1)CC(C(=O)O)(C)C (3-[1-(2,1,3-Benzoxadiazol-5-ylmethyl)-5-(quinolin-2-ylmethoxy)-1H-benzimidazol-2-yl]-2,2-dimethylpropanoic acid). RXN SMILES: [CH3:1][C:2]([CH3:28])([CH2:6][C:7]1[NH:11][C:10]2[CH:12]=[CH:13][C:14]([O:16][CH2:17][C:18]3[CH:27]=[CH:26][C:25]4[C:20](=[CH:21][CH:22]=[CH:23][CH:24]=4)[N:19]=3)=[CH:15][C:9]=2[N:8]=1)[C:3]([OH:5])=[O:4].Br[CH2:30][C:31]1[CH:39]=[CH:38][C:34]2=[N:35][O:36][N:37]=[C:33]2[CH:32]=1.C(=O)([O-])[O-].[K+].[K+]>CN(C=O)C>[N:35]1[O:36][N:37]=[C:33]2[CH:32]=[C:31]([CH2:30][N:11]3[C:10]4[CH:12]=[CH:13][C:14]([O:16][CH2:17][C:18]5[CH:27]=[CH:26][C:25]6[C:20](=[CH:21][CH:22]=[CH:23][CH:24]=6)[N:19]=5)=[CH:15][C:9]=4[N:8]=[C:7]3[CH2:6][C:2]([CH3:28])([CH3:1])[C:3]([OH:5])=[O:4])[CH:39]=[CH:38][C:34]=12 |f:2.3.4|. Reported procedure: A suspension of 2,2-dimethyl-3-(5-(quinolin-2-ylmethoxy)-1H-benzo[d]imidazol-2-yl)propanoic acid (300 mg, 0.75 mmol), 5-(bromomethyl)benzo[c][1,2,5]oxadiazole (168 mg, 0.75 mmol) and potassium carbonate (310 mg, 2.25 mmol) in DMF (20 mL) was heated to 70° C. for 18 h. The mixture was cooled to RT and concentrated to dryness. The residue was dissolved in THF/MeOH (18 mL, 1:1) and treated with 5% aq. NaOH (2 mL). The mixture was stirred at 40° C. for 16 h. The reaction was allowed to cool to RT an...